Dataset: the Open Reaction Database (ORD), a public repository of structured organic reaction records. Task: describe an organic reaction: reactants, conditions, products, and yield The reactants are CCOc1ccc(C(=O)OC)cc1, COc1ccc(C(C)(C)N)cc1. The product is CCOc1ccc(C(C)(C)N)cc1. Reaction SMILES: [CH2:13]([O:14][c:15]1[cH:16][cH:17][c:18]([C:19]([O:20][CH3:21])=[O:22])[cH:23][cH:24]1)[CH3:25].[CH3:1][O:2][c:3]1[cH:4][cH:5][c:6]([C:9]([CH3:10])([CH3:11])[NH2:12])[cH:7][cH:8]1>>[CH2:1]([O:2][c:3]1[cH:4][cH:5][c:6]([C:9]([CH3:10])([CH3:11])[NH2:12])[cH:7][cH:8]1)[CH3:13]. Reactants: CC=1NC(=C(C(C1C(=O)OC)C1=CC(=CC=C1)[N+](=O)[O-])C(=O)OCCN1CCNCC1)C (methyl 2-piperazinylethyl 2,6-dimethyl- 4-(3-nitrophenyl)-1,4-dihydropyridine-3,5-dicarboxylate), 3-phenylpropargyl bromide, C(Cl)(Cl)Cl (chloroform). Run in C(C)#N (acetonitrile). Product: CC=1NC(=C(C(C1C(=O)OC)C1=CC(=CC=C1)[N+](=O)[O-])C(=O)OCCN1CCN(CC1)CC#CC1=CC=CC=C1)C (methyl 2-[4-(3-phenyl-2-propynyl)-1-piperazinyl]ethyl 2,6-dimethyl-4-(3-nitrophenyl)-1,4-dihydropyridine-3,5-dicarboxylate). RXN SMILES: [CH3:1][C:2]1[NH:3][C:4]([CH3:32])=[C:5]([C:21]([O:23][CH2:24][CH2:25][N:26]2[CH2:31][CH2:30][NH:29][CH2:28][CH2:27]2)=[O:22])[CH:6]([C:12]2[CH:17]=[CH:16][CH:15]=[C:14]([N+:18]([O-:20])=[O:19])[CH:13]=2)[C:7]=1[C:8]([O:10][CH3:11])=[O:9].C(Cl)(Cl)Cl>C(#N)C>[CH3:1][C:2]1[NH:3][C:4]([CH3:32])=[C:5]([C:21]([O:23][CH2:24][CH2:25][N:26]2[CH2:31][CH2:30][N:29]([CH2:4][C:5]#[C:6][C:12]3[CH:17]=[CH:16][CH:15]=[CH:14][CH:13]=3)[CH2:28][CH2:27]2)=[O:22])[CH:6]([C:12]2[CH:17]=[CH:16][CH:15]=[C:14]([N+:18]([O-:20])=[O:19])[CH:13]=2)[C:7]=1[C:8]([O:10][CH3:11])=[O:9]. Procedure: 10.2 Grams of methyl 2-piperazinylethyl 2,6-dimethyl- 4-(3-nitrophenyl)-1,4-dihydropyridine-3,5-dicarboxylate and 4.5 g of 3-phenylpropargyl bromide in 100 ml of acetonitrile were stirred at 30° C. for 5 hours under heating condition. After the reaction was finished, chloroform was added to the reaction mixture, and the mixture was washed with a saturated sodium hydrogen carbonate aqueous solution and water in this order, and dried with anhydrous sodium sulfate. The dried chloroform extract was ... The reactants are [F-].C(CCC)[N+](CCCC)(CCCC)CCCC (tetrabutylammoniumfluoride), C[Si](C)(C)C#CC=1C=C(CC2CCC=3N(C(=CC32)C(=O)OC)C(=O)OC(C)(C)C)C=CC1 (1-tert-butyl 2-methyl 4-(3-((trimethylsilyl)ethynyl)benzyl)-5,6-dihydrocyclopenta[b]pyrrole-1,2(4H)-dicarboxylate), [Cl-].[NH4+] (ammonium chloride). The reagents and catalysts are FC(C(=O)O)(F)F (trifluoroacetic acid). Solvent: C1CCOC1 (THF). Run at time 5 minute. Product: C(#C)C=1C=C(CC2CCC=3NC(=CC32)C(=O)OC)C=CC1 (methyl 4-(3-ethynylbenzyl)-1,4,5,6-tetrahydrocyclopenta[b]pyrrole-2-carboxylate). Reaction SMILES: C[Si]([C:5]#[C:6][C:7]1[CH:8]=[C:9]([CH:30]=[CH:31][CH:32]=1)[CH2:10][CH:11]1[C:18]2[CH:17]=[C:16]([C:19]([O:21][CH3:22])=[O:20])[N:15](C(OC(C)(C)C)=O)[C:14]=2[CH2:13][CH2:12]1)(C)C.[F-].C([N+](CCCC)(CCCC)CCCC)CCC.[Cl-].[NH4+]>C1COCC1.FC(F)(F)C(O)=O>[C:6]([C:7]1[CH:8]=[C:9]([CH:30]=[CH:31][CH:32]=1)[CH2:10][CH:11]1[C:18]2[CH:17]=[C:16]([C:19]([O:21][CH3:22])=[O:20])[NH:15][C:14]=2[CH2:13][CH2:12]1)#[CH:5] |f:1.2,3.4|. Procedure details: The title compound was synthesized in two steps. First, BOC protected methyl 4-(3-bromobenzyl)-1,4,5,6-tetrahydrocyclopenta[b]pyrrole-2-carboxylate (1-tert-butyl 2-methyl 4-(3-bromobenzyl)-5,6-dihydrocyclopenta[b]pyrrole-1,2(4H)-dicarboxylate) (0.101 g, 0.23 mmol) was coupled with ethynyltrimethylsilane (0.065 mL, 0.46 mmol) according to General Procedure 9.4 to give 1-tert-butyl 2-methyl 4-(3-((trimethylsilyl)ethynyl)benzyl)-5,6-dihydrocyclopenta[b]pyrrole-1,2(4H)-dicarboxylate. The trimethylsi... As a reaction SMILES: [CH3:24][O:25][c:26]1[cH:27][c:28]([C:29](=[O:30])[OH:31])[cH:32][c:33]([O:35][CH3:36])[cH:34]1.[NH2:1][c:2]1[c:3](-[c:7]2[n:8][c:9]3[c:10]([cH:11][c:12]4[c:16]([cH:17]3)[N:15]([CH2:18][CH3:19])[C:14](=[O:20])[C:13]4([CH3:21])[CH3:22])[nH:23]2)[n:4][nH:5][cH:6]1>>[NH:1]([c:2]1[c:3](-[c:7]2[n:8][c:9]3[c:10]([cH:11][c:12]4[c:16]([cH:17]3)[N:15]([CH2:18][CH3:19])[C:14](=[O:20])[C:13]4([CH3:21])[CH3:22])[nH:23]2)[n:4][nH:5][cH:6]1)[C:29]([c:28]1[cH:27][c:26]([O:25][CH3:24])[cH:34][c:33]([O:35][CH3:36])[cH:32]1)=[O:30]. Starting materials: COc1cc(OC)cc(C(=O)O)c1, CCN1C(=O)C(C)(C)c2cc3[nH]c(-c4n[nH]cc4N)nc3cc21. Yields the product CCN1C(=O)C(C)(C)c2cc3[nH]c(-c4n[nH]cc4NC(=O)c4cc(OC)cc(OC)c4)nc3cc21. Yields the product CC(=O)NC(CC(C)C)CN1CCCC1C(=O)O, [NH-]CCCCc1ccccc1. Reaction SMILES: [CH3:27][C:28](=[O:29])[O:30][C:31](=[O:32])[CH3:33].[NH2:1][CH:2]([CH2:3][N:4]1[CH:5]([C:6](=[O:7])[OH:8])[CH2:9][CH2:10][CH2:11]1)[CH2:12][CH:13]([CH3:14])[CH3:15].[c:16]1([CH2:22][CH2:23][CH2:24][CH2:25][NH-:26])[cH:17][cH:18][cH:19][cH:20][cH:21]1>>[NH:1]([CH:2]([CH2:3][N:4]1[CH:5]([C:6](=[O:7])[OH:8])[CH2:9][CH2:10][CH2:11]1)[CH2:12][CH:13]([CH3:14])[CH3:15])[C:28]([CH3:27])=[O:29].[c:16]1([CH2:22][CH2:23][CH2:24][CH2:25][NH-:26])[cH:17][cH:18][cH:19][cH:20][cH:21]1. Reactants: CC(=O)OC(C)=O, CC(C)CC(N)CN1CCCC1C(=O)O, [NH-]CCCCc1ccccc1.